describe an organic reaction: reactants, conditions, products, and yield From a dataset of the Open Reaction Database (ORD), a public repository of structured organic reaction records. Starting materials: C(C1=CC=CC=C1)(C1=CC=CC=C1)(C1=CC=CC=C1)NC=1SC=C(N1)/C(/C(=O)OCC)=N/O (ethyl 2-(2-tritylaminothiazol-4-yl)-2-((Z)-hydroxyimino)acetate), BrCCCl (1-bromo-2-chloroethane), ester. Yields the product C(C1=CC=CC=C1)(C1=CC=CC=C1)(C1=CC=CC=C1)NC=1SC=C(N1)/C(/C(=O)O)=N/OCCCl (2-(2-tritylaminothiazol-4-yl)-2-[(Z)-(2-chloroethoxy)imino]acetic acid). RXN SMILES: [C:1]([NH:20][C:21]1[S:22][CH:23]=[C:24](/[C:26](=[N:32]/[OH:33])/[C:27]([O:29]CC)=[O:28])[N:25]=1)([C:14]1[CH:19]=[CH:18][CH:17]=[CH:16][CH:15]=1)([C:8]1[CH:13]=[CH:12][CH:11]=[CH:10][CH:9]=1)[C:2]1[CH:7]=[CH:6][CH:5]=[CH:4][CH:3]=1.Br[CH2:35][CH2:36][Cl:37]>>[C:1]([NH:20][C:21]1[S:22][CH:23]=[C:24](/[C:26](=[N:32]/[O:33][CH2:35][CH2:36][Cl:37])/[C:27]([OH:29])=[O:28])[N:25]=1)([C:14]1[CH:19]=[CH:18][CH:17]=[CH:16][CH:15]=1)([C:8]1[CH:9]=[CH:10][CH:11]=[CH:12][CH:13]=1)[C:2]1[CH:7]=[CH:6][CH:5]=[CH:4][CH:3]=1. Procedure: The starting material was prepared by reaction of ethyl 2-(2-tritylaminothiazol-4-yl)-2-((Z)-hydroxyimino)acetate with 1-bromo-2-chloroethane followed by hydrolysis of the ester to give 2-(2-tritylaminothiazol-4-yl)-2-[(Z)-(2-chloroethoxy)imino]acetic acid; n.m.r. in solvent C:-3.75(t, 2H); 4.36(t, 2H); 6.64(s, 1H); 7.35(s, 15H). Reactants: CCCC[N+](CCCC)(CCCC)CCCC, CCN(C(C)C)C(C)C, CN(CCCl)CCCl, Cl, Nc1c[nH]nc1C(=O)Nc1ccc(F)cc1, [I-], CN(C)C=O. As a reaction SMILES: [CH2:36]([N+:37]([CH2:38][CH2:39][CH2:40][CH3:41])([CH2:42][CH2:43][CH2:44][CH3:45])[CH2:46][CH2:47][CH2:48][CH3:49])[CH2:50][CH2:51][CH3:52].[CH:26]([N:27]([CH:28]([CH3:29])[CH3:30])[CH2:31][CH3:32])([CH3:33])[CH3:34].[Cl:2][CH2:3][CH2:4][N:5]([CH3:6])[CH2:7][CH2:8][Cl:9].[ClH:1].[F:10][c:11]1[cH:12][cH:13][c:14]([NH:17][C:18](=[O:19])[c:20]2[n:21][nH:22][cH:23][c:24]2[NH2:25])[cH:15][cH:16]1.[I-:35].[O:53]=[CH:54][N:55]([CH3:56])[CH3:57]>>[CH2:3]1[CH2:4][N:5]([CH3:6])[CH2:7][CH2:8][N:25]1[c:24]1[c:20]([C:18]([NH:17][c:14]2[cH:13][cH:12][c:11]([F:10])[cH:16][cH:15]2)=[O:19])[n:21][nH:22][cH:23]1. Yields the product CN1CCN(c2c[nH]nc2C(=O)Nc2ccc(F)cc2)CC1. The reactants are N(=C=O)CCC (1-Isocyanatopropane), O[C@@H]1C[C@@H]2N(C(N(C2)C2=CC=C(C=C2)OC(F)(F)F)=O)C1 ((6R,7aS)-6-Hydroxy-2-(4-trifluoromethoxy-phenyl)-hexahydro-pyrrolo[1,2-c]imidazol-3-one), O (water). Run in C1CCOC1 (THF), N1=CC=CC=C1 (pyridine). The product is O=C1N(C[C@H]2N1C[C@@H](C2)OC(NCCC)=O)C2=CC=C(C=C2)OC(F)(F)F (Propyl-carbamic acid (6R,7aS)-3-oxo-2-(4-trifluoromethoxy-phenyl)-hexahydro-pyrrolo[1,2-c]imidazol-6-yl ester). Yield: 25.8%. RXN SMILES: [N:1]([CH2:4][CH2:5][CH3:6])=[C:2]=[O:3].[OH:7][C@H:8]1[CH2:27][N:11]2[C:12](=[O:26])[N:13]([C:15]3[CH:20]=[CH:19][C:18]([O:21][C:22]([F:25])([F:24])[F:23])=[CH:17][CH:16]=3)[CH2:14][C@@H:10]2[CH2:9]1.O>C1COCC1.N1C=CC=CC=1>[O:26]=[C:12]1[N:11]2[CH2:27][C@H:8]([O:7][C:2](=[O:3])[NH:1][CH2:4][CH2:5][CH3:6])[CH2:9][C@H:10]2[CH2:14][N:13]1[C:15]1[CH:20]=[CH:19][C:18]([O:21][C:22]([F:25])([F:23])[F:24])=[CH:17][CH:16]=1. Reported procedure: 1-Isocyanatopropane (30 mg, 0.4 mmol) was added to a solution of (6R,7aS)-6-Hydroxy-2-(4-trifluoromethoxy-phenyl)-hexahydro-pyrrolo[1,2-c]imidazol-3-one (example 1, step e) (60 mg, 0.2 mmol) in anhydrous THF (10 mL) and pyridine (2 mL). The mixture was refluxed overnight. The mixture was cooled and poured into water (20 mL), extracted with ethyl acetate (3×20 mL). The organic layers was combined, washed with brine (20 mL), dried over anhydrous sodium sulfate, filtered and concentrated. The resid... Reactants: O=C([O-])[O-], CN(C)C=O, O=Cc1ccc(F)cc1, Oc1ccccc1F, [K+], [K+], O. Product: O=Cc1ccc(Oc2ccccc2F)cc1. As a reaction SMILES: [C:23](=[O:24])([O-:25])[O-:26].[CH3:1][N:2]([CH3:3])[CH:4]=[O:5].[F:14][c:15]1[cH:16][cH:17][c:18]([CH:19]=[O:20])[cH:21][cH:22]1.[F:6][c:7]1[c:8]([OH:13])[cH:9][cH:10][cH:11][cH:12]1.[K+:27].[K+:28].[OH2:29]>>[F:6][c:7]1[c:8]([O:13][c:15]2[cH:16][cH:17][c:18]([CH:19]=[O:20])[cH:21][cH:22]2)[cH:9][cH:10][cH:11][cH:12]1. Reactants: C(C1=CC=CC=C1)OC1=C(C=C(C=C1)F)C1=CC(=C(C=C1)S(=O)(=O)C1=CC=C(C=C1)OC)F (2-(benzyloxy)-3′,5-difluoro-4′-[(4-methoxyphenyl)sulfonyl]biphenyl). Reagents/catalysts: [Pd] (Pd/C). Solvent: C(C)(=O)O (acetic acid). The product is FC=1C=C(C=CC1S(=O)(=O)C1=CC=C(C=C1)OC)C=1C(=CC=C(C1)F)O (3′,5-difluoro-4′[(4-methoxyphenyl)sulfonyl]biphenyl-2-ol). As a reaction SMILES: C([O:8][C:9]1[CH:14]=[CH:13][C:12]([F:15])=[CH:11][C:10]=1[C:16]1[CH:21]=[CH:20][C:19]([S:22]([C:25]2[CH:30]=[CH:29][C:28]([O:31][CH3:32])=[CH:27][CH:26]=2)(=[O:24])=[O:23])=[C:18]([F:33])[CH:17]=1)C1C=CC=CC=1>C(O)(=O)C.[Pd]>[F:33][C:18]1[CH:17]=[C:16]([C:10]2[C:9]([OH:8])=[CH:14][CH:13]=[C:12]([F:15])[CH:11]=2)[CH:21]=[CH:20][C:19]=1[S:22]([C:25]1[CH:26]=[CH:27][C:28]([O:31][CH3:32])=[CH:29][CH:30]=1)(=[O:23])=[O:24]. Reported procedure: The subtitle compound was prepared by the method of example 12 step (iii) using the product of step (ii) and 10% Pd/C in acetic acid.